From a dataset of the Open Reaction Database (ORD), a public repository of structured organic reaction records. describe an organic reaction: reactants, conditions, products, and yield Reactants: O=C(CBr)C12CC3CC(CC(C3)C1)C2, CCc1cc2c(=O)[nH]c(=O)n(Cc3ccc(-c4ccccc4C#N)cc3)c2s1, CN(C)C=O, CCOC(C)=O, [H-], [Na+]. Product: CCc1cc2c(=O)n(CC(=O)C34CC5CC(CC(C5)C3)C4)c(=O)n(Cc3ccc(-c4ccccc4C#N)cc3)c2s1. RXN SMILES: [C:29]12([C:39]([CH2:40][Br:41])=[O:42])[CH2:30][CH:31]3[CH2:32][CH:33]([CH2:34][CH:35]([CH2:36]1)[CH2:37]3)[CH2:38]2.[CH2:1]([CH3:2])[c:3]1[cH:4][c:5]2[c:6]([n:7]([CH2:13][c:14]3[cH:15][cH:16][c:17](-[c:20]4[c:21]([C:26]#[N:27])[cH:22][cH:23][cH:24][cH:25]4)[cH:18][cH:19]3)[c:8](=[O:12])[nH:9][c:10]2=[O:11])[s:28]1.[CH3:43][N:44]([CH3:45])[CH:46]=[O:47].[CH3:50][CH2:51][O:52][C:53](=[O:54])[CH3:55].[H-:48].[Na+:49]>>[CH2:1]([CH3:2])[c:3]1[cH:4][c:5]2[c:6]([n:7]([CH2:13][c:14]3[cH:15][cH:16][c:17](-[c:20]4[c:21]([C:26]#[N:27])[cH:22][cH:23][cH:24][cH:25]4)[cH:18][cH:19]3)[c:8](=[O:12])[n:9]([CH2:40][C:39]([C:29]34[CH2:30][CH:31]5[CH2:32][CH:33]([CH2:34][CH:35]([CH2:36]3)[CH2:37]5)[CH2:38]4)=[O:42])[c:10]2=[O:11])[s:28]1. Starting materials: CO (Methanol), N,N-dimethylaminopyridine, C(C)(C)(C)OC(OC(C)(C)C)=O (di-tert-butylcarbonate), BrC=1C=C2CNC(C2=CC1)=O (5-bromo-1-oxo-isoindoline). The solvent is O1CCCC1 (tetrahydrofuran). Run at temperature 0 celsius, time 30 minute. Yields the product BrC=1C=C2CN(C(C2=CC1)=O)C(=O)OC(C)(C)C (5-bromo-2-tert-butoxycarbonyl-1-oxo-isoindoline). The yield is 49.7%. As a reaction SMILES: [Br:1][C:2]1[CH:3]=[C:4]2[C:8](=[CH:9][CH:10]=1)[C:7](=[O:11])[NH:6][CH2:5]2.[C:12]([O:16][C:17](=O)[O:18]C(C)(C)C)([CH3:15])([CH3:14])[CH3:13].CO>O1CCCC1>[Br:1][C:2]1[CH:3]=[C:4]2[C:8](=[CH:9][CH:10]=1)[C:7](=[O:11])[N:6]([C:17]([O:16][C:12]([CH3:15])([CH3:14])[CH3:13])=[O:18])[CH2:5]2. Reported procedure: Under nitrogen atmosphere, 70 mg of 5-bromo-1-oxo-isoindoline was dissolved in 2 ml of tetrahydrofuran, cooled down to 0° C., and then 4 mg of N,N-dimethylaminopyridine and 144 mg of di-tert-butylcarbonate were added. The mixture was stirred at room temperature for 30 min. Methanol was added to the reaction solution, and the solvents were distilled outunder reduced pressure. Water was added to the residues, extracted with ethyl acetate. Ethyl acetate layer was washed with saturated saline soluti... RXN SMILES: [CH3:1][CH:2]([CH3:6])[CH:3]([OH:5])[CH3:4].[C:7](O)(=[O:11])/[CH:8]=[CH:9]/[CH3:10]>CC1C=CC(S(O)(=O)=O)=CC=1.C1(C)C=CC=CC=1>[CH3:4][CH:3]([O:5][C:7](=[O:11])[CH:8]=[CH:9][CH3:10])[CH:2]([CH3:6])[CH3:1]. Reagents/catalysts: CC=1C=CC(=CC1)S(=O)(=O)O (PTSA). Starting materials: CC(C(C)O)C (3-Methyl-butan-2-ol), C(\C=C\C)(=O)O (crotonic acid), 2-L. Yields the product CC(C(C)C)OC(C=CC)=O (but-2-enoic acid 1,2-dimethyl-propyl ester). Reported procedure: 3-Methyl-butan-2-ol (180 g), crotonic acid (165 g), toluene (200 mL), and PTSA (8 g) were charged into to a 2-L reaction flask fitted with a Bidwell-Sterling trap. The reaction mixture was heated to reflux. Water was collected and removed via the Bidwell-Sterling trap. The reaction mixture was aged at reflux for about 13-15 hours till GC analysis showed completion of the reaction. The resulting reaction mixture was washed sequentially with brine, sodium carbonate, and brine, and further purified... The solvent is C1(=CC=CC=C1)C (toluene). Yield: 52.4%. Procedure details: A solution of 3-(2,2-dimethylpropyl)-6-hydroxy-7-propylbenz[4,5]isoxazole (2.000 grams; 8.090 mmol) in dry DMF (20 mL) was treated with 1,3-dibromopropane (4.29 mL; 42.263 mmol). Cesium carbonate (2.900 grams; 8.901 mmol) was added and the mixture stirred at 20° for 8 hours. The reaction mixture was partitioned between isopropyl acetate and pH 4 buffer. The organic was washed with water, then dried over magnesium sulfate. Filtration and evaporation afforded an oil which was chromatographed over ... The reactants are CC(CC1=NOC2=C1C=CC(=C2CCC)O)(C)C (3-(2,2-dimethylpropyl)-6-hydroxy-7-propylbenz[4,5]isoxazole), BrCCCBr (1,3-dibromopropane), C([O-])([O-])=O.[Cs+].[Cs+] (Cesium carbonate). Product: CC(CC1=NOC2=C1C=CC(=C2CCC)OCCCBr)(C)C (3-(2,2-dimethylpropyl)-6-(3-bromopropyloxy)-7-propylbenz[4,5]isoxazole). Solvent: CN(C)C=O (DMF). Run at time 8 hour. As a reaction SMILES: [CH3:1][C:2]([CH3:18])([CH3:17])[CH2:3][C:4]1[C:8]2[CH:9]=[CH:10][C:11]([OH:16])=[C:12]([CH2:13][CH2:14][CH3:15])[C:7]=2[O:6][N:5]=1.[Br:19][CH2:20][CH2:21][CH2:22]Br.C(=O)([O-])[O-].[Cs+].[Cs+]>CN(C=O)C>[CH3:18][C:2]([CH3:17])([CH3:1])[CH2:3][C:4]1[C:8]2[CH:9]=[CH:10][C:11]([O:16][CH2:22][CH2:21][CH2:20][Br:19])=[C:12]([CH2:13][CH2:14][CH3:15])[C:7]=2[O:6][N:5]=1 |f:2.3.4|. Starting materials: solution, Cl (HCl), C(C)(C)NC(NC1=C(C=CC(=C1)C=1SC=CC1)NC(OC(C)(C)C)=O)=O (tert-butyl (2-(3-isopropylureido)-4-(thiophen-2-yl)phenyl)carbamate). The solvent is O1CCOCC1 (dioxane), CO (methanol). Reaction conditions: time 2 hour. Product: NC1=C(C=C(C=C1)C=1SC=CC1)NC(=O)NC(C)C (1-(2-amino-5-(thiophen-2-yl)phenyl)-3-isopropylurea). Yield: 90.8%. Reaction SMILES: Cl.[CH:2]([NH:5][C:6](=[O:27])[NH:7][C:8]1[CH:13]=[C:12]([C:14]2[S:15][CH:16]=[CH:17][CH:18]=2)[CH:11]=[CH:10][C:9]=1[NH:19]C(=O)OC(C)(C)C)([CH3:4])[CH3:3]>O1CCOCC1.CO>[NH2:19][C:9]1[CH:10]=[CH:11][C:12]([C:14]2[S:15][CH:16]=[CH:17][CH:18]=2)=[CH:13][C:8]=1[NH:7][C:6]([NH:5][CH:2]([CH3:4])[CH3:3])=[O:27]. Reported procedure: A 4M solution of HCl in dioxane (2 mL) was added to a stirred solution of tert-butyl (2-(3-isopropylureido)-4-(thiophen-2-yl)phenyl)carbamate (0.15 g, 0.40 mmol, 1 equiv.) in methanol (4 mL) at 0° C. The reaction was warmed to room temperature and stirred for 2 h. The reaction was then concentrated under reduced pressure. A saturated aqueous solution of sodium bicarbonate was added. The obtained solid was filtered, washed with water and dried to yield 1-(2-amino-5-(thiophen-2-yl)phenyl)-3-isopro... Starting materials: C(C1=CC=CC=C1)ON1[C@@H]2CC[C@H](N(C1=O)C2)C(=O)O ((2S,5R)-6-(Benzyloxy)-7-oxo-1,6-diazabicyclo[3.2.1]octane-2-carboxylic acid), NO[C@H]1CN(CC1)C(=O)OC(C)(C)C ((R)-tert-butyl 3-(aminooxy)pyrrolidine-1-carboxylate). Product: C(C1=CC=CC=C1)ON1[C@@H]2CC[C@H](N(C1=O)C2)C(=O)NO[C@H]2CN(CC2)C(=O)OC(C)(C)C (tert-Butyl(3R)-3-[({[(2S,5R)-6-benzyloxy-7-oxo-1,6-diazabicyclo[3.2.1]oct-2-yl]carbonyl}amino)oxy]pyrrolidine-1-carboxylate). Yield: 98.2%. Reaction SMILES: [CH2:1]([O:8][N:9]1[C:15](=[O:16])[N:14]2[CH2:17][C@H:10]1[CH2:11][CH2:12][C@H:13]2[C:18]([OH:20])=O)[C:2]1[CH:7]=[CH:6][CH:5]=[CH:4][CH:3]=1.[NH2:21][O:22][C@@H:23]1[CH2:27][CH2:26][N:25]([C:28]([O:30][C:31]([CH3:34])([CH3:33])[CH3:32])=[O:29])[CH2:24]1>>[CH2:1]([O:8][N:9]1[C:15](=[O:16])[N:14]2[CH2:17][C@H:10]1[CH2:11][CH2:12][C@H:13]2[C:18]([NH:21][O:22][C@@H:23]1[CH2:27][CH2:26][N:25]([C:28]([O:30][C:31]([CH3:34])([CH3:33])[CH3:32])=[O:29])[CH2:24]1)=[O:20])[C:2]1[CH:3]=[CH:4][CH:5]=[CH:6][CH:7]=1. Reported procedure: Following a procedure analogous to Example 27, from the carboxylic acid (6b, 553 mg, 2.00 mmol) of Example 9 or 16 and (R)-tert-butyl 3-(aminooxy)pyrrolidine-1-carboxylate (606 mg) described in Reference Example 13, 904.6 mg of the title compound was afforded (yield 98.3%). The reactants are N.CO (NH3 MeOH), N1=CC=C(C=C1)C1=C(C=CC=C1)N (2-(4-Pyridyl)phenylamine), TEA, CS(=O)(=O)Cl (methanesulfonyl chloride), CCOC(=O)C (EtOAc). The solvent is CCCCCC (hexane), ClCCCl (1,2-dichloroethane). Run at temperature 50 celsius. The product is CS(=O)(=O)NC1=C(C=CC=C1)C1=CC=NC=C1 ((Methylsulfonyl)(2-(4-pyridyl)phenyl)amine). Yield: 66.7%. As a reaction SMILES: [N:1]1[CH:6]=[CH:5][C:4]([C:7]2[CH:12]=[CH:11][CH:10]=[CH:9][C:8]=2[NH2:13])=[CH:3][CH:2]=1.[CH3:14][S:15](Cl)(=[O:17])=[O:16].N.CO.CCOC(C)=O>ClCCCl.CCCCCC>[CH3:14][S:15]([NH:13][C:8]1[CH:9]=[CH:10][CH:11]=[CH:12][C:7]=1[C:4]1[CH:5]=[CH:6][N:1]=[CH:2][CH:3]=1)(=[O:17])=[O:16] |f:2.3|. Procedure details: A solution of 2-(4-pyridyl)phenylamine (Step b) (500 mg, 2.9 mmol) in 1,2-dichloroethane (35 mL) was stirred magnetically under N2 in a 100 mL round-bottomed flask at 25° C. The solution was treated with TEA (Aldrich) (400 μL, 2.9 mmol) followed by methanesulfonyl chloride (Aldrich) (230 μL, 335 mg, 2.9 mmol). The vessel was heated in a 50° C. oil bath for 3 h. The reaction mixture was concentrated in vacuo and the resulting residue was partitioned between EtOAc (100 mL) and satd NaHCO3 (50 mL).... Reactants: [Br-], COc1ccc([Mg+])c(C)c1, CON(C)C(=O)c1cccc(F)c1F. Product: COc1ccc(C(=O)c2cccc(F)c2F)c(C)c1. RXN SMILES: [Br-:15].[CH3:16][O:17][c:18]1[cH:19][c:20]([CH3:25])[c:21]([Mg+:24])[cH:22][cH:23]1.[F:1][c:2]1[c:3]([C:4](=[O:5])[N:6]([O:7][CH3:8])[CH3:9])[cH:10][cH:11][cH:12][c:13]1[F:14]>>[F:1][c:2]1[c:3]([C:4](=[O:5])[c:21]2[c:20]([CH3:25])[cH:19][c:18]([O:17][CH3:16])[cH:23][cH:22]2)[cH:10][cH:11][cH:12][c:13]1[F:14]. The reactants are COC(=O)C(=NO)c1ccccc1Oc1ccccc1, CO, Cl, [Na+], [OH-], O. Product: O=C(O)C(=NO)c1ccccc1Oc1ccccc1. RXN SMILES: [CH3:1][O:2][C:3]([C:4](=[N:5][OH:6])[c:7]1[c:8]([O:13][c:14]2[cH:15][cH:16][cH:17][cH:18][cH:19]2)[cH:9][cH:10][cH:11][cH:12]1)=[O:20].[CH3:21][OH:22].[ClH:25].[Na+:24].[OH-:23].[OH2:26]>>[O:2]=[C:3]([C:4](=[N:5][OH:6])[c:7]1[c:8]([O:13][c:14]2[cH:15][cH:16][cH:17][cH:18][cH:19]2)[cH:9][cH:10][cH:11][cH:12]1)[OH:20].